This data is from the Open Reaction Database (ORD), a public repository of structured organic reaction records. The task is: describe an organic reaction: reactants, conditions, products, and yield Starting materials: [H][H] (hydrogen), [H][H] (hydrogen), [N+](=O)([O-])C1=C(C=CC=C1)S(=O)(=O)OCC(F)(F)F (2,2,2-trifluoroethyl 2-nitrobenzenesulfonate). Reagents/catalysts: [Pd] (palladium-on-carbon). The solvent is C(C)(=O)OCC (ethyl acetate). The product is NC1=C(C=CC=C1)S(=O)(=O)OCC(F)(F)F (2,2,2-trifluoroethyl 2-aminobenzenesulfonate). The yield is 91.4%. As a reaction SMILES: [N+:1]([C:4]1[CH:9]=[CH:8][CH:7]=[CH:6][C:5]=1[S:10]([O:13][CH2:14][C:15]([F:18])([F:17])[F:16])(=[O:12])=[O:11])([O-])=O.[H][H]>C(OCC)(=O)C.[Pd]>[NH2:1][C:4]1[CH:9]=[CH:8][CH:7]=[CH:6][C:5]=1[S:10]([O:13][CH2:14][C:15]([F:18])([F:16])[F:17])(=[O:12])=[O:11]. Procedure details: In a pressure vessel, 107 g of 2,2,2-trifluoroethyl 2-nitrobenzenesulfonate and 8 g of 5% palladium-on-carbon in 300 ml of ethyl acetate was heated to 110° and shaken under 500 psi hydrogen pressure until hydrogen was no longer absorbed. The reaction mixture was cooled and the catalyst filtered off. The filtrate was stripped in vacuo to give 87.5 g of 2,2,2-trifluoroethyl 2-aminobenzenesulfonate as a dark oil. Starting materials: BrC=1C=C(C=NC1Cl)C(=O)O (5-bromo-6-chloro-3-pyridinecarboxylic acid), Cl.NCC(C)(O)C (1-amino-2-methyl-propan-2-ol hydrochloride), OCC1CC1 (hydroxymethyl-cyclopropan), FC1=CC=C(C=C1)B(O)O (4-fluorophenylboronic acid). Yields the product C1(CC1)COC1=NC=C(C(=O)NCC(C)(C)O)C=C1C1=CC=C(C=C1)F (6-cyclopropylmethoxy-5-(4-fluoro-phenyl)-N-(2-hydroxy-2-methyl-propyl)-nicotinamide). As a reaction SMILES: Br[C:2]1[CH:3]=[C:4]([C:9]([OH:11])=O)[CH:5]=[N:6][C:7]=1Cl.[OH:12][CH2:13][CH:14]1[CH2:16][CH2:15]1.[F:17][C:18]1[CH:23]=[CH:22][C:21](B(O)O)=[CH:20][CH:19]=1.Cl.[NH2:28][CH2:29][C:30]([CH3:33])([OH:32])[CH3:31]>>[CH:14]1([CH2:13][O:12][C:7]2[C:2]([C:21]3[CH:22]=[CH:23][C:18]([F:17])=[CH:19][CH:20]=3)=[CH:3][C:4]([C:9]([NH:28][CH2:29][C:30]([OH:32])([CH3:33])[CH3:31])=[O:11])=[CH:5][N:6]=2)[CH2:16][CH2:15]1 |f:3.4|. Procedure: The title compound was synthesized in analogy to Example 31, using 5-bromo-6-chloro-3-pyridinecarboxylic acid, hydroxymethyl-cyclopropan, 4-fluorophenylboronic acid and 1-amino-2-methyl-propan-2-ol hydrochloride as starting materials to yield 6-cyclopropylmethoxy-5-(4-fluoro-phenyl)-N-(2-hydroxy-2-methyl-propyl)-nicotinamide. MS (ISP) 359.1 (M+H)+. Reactants: CC(C)(C)OC(=O)N1CCNCC1, O=Cc1cc2nc(Cl)nc(N3CCOCC3)c2s1. The product is CC(C)(C)OC(=O)N1CCN(Cc2cc3nc(Cl)nc(N4CCOCC4)c3s2)CC1. Reaction SMILES: [C:19]([CH3:20])([CH3:21])([CH3:22])[O:23][C:24](=[O:25])[N:26]1[CH2:27][CH2:28][NH:29][CH2:30][CH2:31]1.[Cl:1][c:2]1[n:3][c:4]([N:13]2[CH2:14][CH2:15][O:16][CH2:17][CH2:18]2)[c:5]2[c:6]([n:7]1)[cH:8][c:9]([CH:11]=[O:12])[s:10]2>>[Cl:1][c:2]1[n:3][c:4]([N:13]2[CH2:14][CH2:15][O:16][CH2:17][CH2:18]2)[c:5]2[c:6]([n:7]1)[cH:8][c:9]([CH2:11][N:29]1[CH2:28][CH2:27][N:26]([C:24]([O:23][C:19]([CH3:20])([CH3:21])[CH3:22])=[O:25])[CH2:31][CH2:30]1)[s:10]2. Starting materials: N=C1SC(C(N1)(C(F)(F)F)C(F)(F)F)=C(C(F)(F)F)F (2-imino-4,4-bis(trifluoromethyl)-5-(tetrafluoroethylidene)-1,3-thiazolidine), COC1=C(C(=O)N=C=O)C=CC=C1 (2-methoxybenzoylisocyanate). Solvent: C1(=CC=CC=C1)C (toluene). Reaction conditions: time 3 hour. Yields the product FC(C1(N=C(SC1=C(C(F)(F)F)F)NC(=O)NC(C1=C(C=CC=C1)OC)=O)C(F)(F)F)(F)F (1-[4,4-bis(trifluoromethyl)-5-(tetrafluoroethylidene)-2-thiazolin-2-yl]-3-(2-methoxybenzoyl)urea). As a reaction SMILES: [NH:1]=[C:2]1[NH:6][C:5]([C:11]([F:14])([F:13])[F:12])([C:7]([F:10])([F:9])[F:8])[C:4](=[C:15]([F:20])[C:16]([F:19])([F:18])[F:17])[S:3]1.[CH3:21][O:22][C:23]1[CH:33]=[CH:32][CH:31]=[CH:30][C:24]=1[C:25]([N:27]=[C:28]=[O:29])=[O:26]>C1(C)C=CC=CC=1>[F:14][C:11]([F:12])([F:13])[C:5]1([C:7]([F:10])([F:9])[F:8])[C:4](=[C:15]([F:20])[C:16]([F:17])([F:18])[F:19])[S:3][C:2]([NH:1][C:28]([NH:27][C:25](=[O:26])[C:24]2[CH:30]=[CH:31][CH:32]=[CH:33][C:23]=2[O:22][CH3:21])=[O:29])=[N:6]1. Procedure details: In toluene (10 ml) was dissolved 2-imino-4,4-bis(trifluoromethyl)-5-(tetrafluoroethylidene)-1,3-thiazolidine (1.0 g), and 2-methoxybenzoylisocyanate (0.4 g) which is a starting compound was added thereto and the mixture was stirred at room temperature for 3 hours. The reactants are O (Water), CS(=O)(=O)C1=C(C=CC=C1)C1=NC2=CC=CN=C2C=C1C(C)N (1-(2-(2-(methylsulfonyl)phenyl)-1,5-naphthyridin-3-yl)ethanamine), NC1=NC=NC(=C1C#N)Cl (4-amino-6-chloropyrimidine-5-carbonitrile), CCN(C(C)C)C(C)C (Hunig base). The solvent is C(CCC)O (n-butanol). Conditions: temperature 110 celsius, time 8 hour. Yields the product NC1=NC=NC(=C1C#N)NC(C)C=1C(=NC2=CC=CN=C2C1)C1=C(C=CC=C1)S(=O)(=O)C (4-amino-6-((1-(2-(2-(methylsulfonyl)phenyl)-1,5-naphthyridin-3-yl)ethyl)amino)-5-pyrimidine-carbonitrile). As a reaction SMILES: [CH3:1][S:2]([C:5]1[CH:10]=[CH:9][CH:8]=[CH:7][C:6]=1[C:11]1[C:20]([CH:21]([NH2:23])[CH3:22])=[CH:19][C:18]2[C:13](=[CH:14][CH:15]=[CH:16][N:17]=2)[N:12]=1)(=[O:4])=[O:3].[NH2:24][C:25]1[C:30]([C:31]#[N:32])=[C:29](Cl)[N:28]=[CH:27][N:26]=1.CCN(C(C)C)C(C)C.O>C(O)CCC>[NH2:24][C:25]1[C:30]([C:31]#[N:32])=[C:29]([NH:23][CH:21]([C:20]2[C:11]([C:6]3[CH:7]=[CH:8][CH:9]=[CH:10][C:5]=3[S:2]([CH3:1])(=[O:3])=[O:4])=[N:12][C:13]3[C:18]([CH:19]=2)=[N:17][CH:16]=[CH:15][CH:14]=3)[CH3:22])[N:28]=[CH:27][N:26]=1. Procedure: To a mixture of crude 1-(2-(2-(methylsulfonyl)phenyl)-1,5-naphthyridin-3-yl)ethanamine (600 mg, 1.83 mmol) and 4-amino-6-chloropyrimidine-5-carbonitrile (283 mg, 1.83 mmol) in n-butanol (11 mL) was added Hunig base (709 mg, 5.49 mmol) at 25° C. The reaction mixture was stirred for overnight at 110° C. Water was added to reaction mixture and extracted with EtOAc. The organic layer was dried over Na2SO4 and concentrated in vacuo. The residue was purified by column chromatography on neutral alumina... Reaction SMILES: O[C:2]1[CH:7]=[CH:6][CH:5]=[CH:4][C:3]=1[C:8](=[O:10])[CH3:9].[C:11](=[O:14])([O-])[O-].[K+].[K+].[Cl:17][C:18]1[CH:25]=[C:24]([Cl:26])[CH:23]=[CH:22][C:19]=1CCl.O>CS(C)=O>[Cl:17][C:18]1[CH:25]=[C:24]([Cl:26])[CH:23]=[CH:22][C:19]=1[CH2:11][O:14][CH2:9][C:8]([C:3]1[CH:4]=[CH:5][CH:6]=[CH:7][CH:2]=1)=[O:10] |f:1.2.3|. The product is ClC1=C(COCC(=O)C2=CC=CC=C2)C=CC(=C1)Cl (2-(2,4-Dichlorobenzyloxy)acetophenone). Solvent: CS(=O)C (dimethyl sulfoxide). The yield is 93.4%. Reactants: O (water), OC1=C(C=CC=C1)C(C)=O (o-Hydroxyacetophenone), ClC1=C(CCl)C=CC(=C1)Cl (2,4-dichlorobenzyl chloride), C([O-])([O-])=O.[K+].[K+] (potassium carbonate). Run at time 24 hour. Procedure: o-Hydroxyacetophenone (40.85 g, 300 mmole) was dissolved in dimethyl sulfoxide (150 ml) and potassium carbonate (49.0 g, 355 mmole) was added to the mixture. Then, 2,4-dichlorobenzyl chloride (65.9 g, 337 mmole) was added dropwise with stirring. Stirring was continued at room temperature for 24 hours and water (225 ml) was added dropwise over 1 hour. After stirring at room temperature for additional 1 hour, the precipitated crystals were filtered off, washed with water (200 ml×3) and recrystalli... Starting materials: CC(C)(C)[O-], Cc1ccccc1, COc1ccc(Cl)cc1, c1ccc(Nc2ccccc2)cc1, [Na+], CC(C)(C)P(C(C)(C)C)C1(C)CC1(c1ccccc1)c1ccccc1. Yields the product COc1ccc(N(c2ccccc2)c2ccccc2)cc1. RXN SMILES: [CH3:14][C:15]([CH3:16])([O-:17])[CH3:18].[CH3:54][c:55]1[cH:56][cH:57][cH:58][cH:59][cH:60]1.[Cl:20][c:21]1[cH:22][cH:23][c:24]([O:27][CH3:28])[cH:25][cH:26]1.[NH:1]([c:2]1[cH:3][cH:4][cH:5][cH:6][cH:7]1)[c:8]1[cH:9][cH:10][cH:11][cH:12][cH:13]1.[Na+:19].[c:29]1([C:30]2([c:31]3[cH:32][cH:33][cH:34][cH:35][cH:36]3)[CH2:37][C:38]2([P:39]([C:40]([CH3:41])([CH3:42])[CH3:43])[C:44]([CH3:45])([CH3:46])[CH3:47])[CH3:48])[cH:49][cH:50][cH:51][cH:52][cH:53]1>>[N:1]([c:2]1[cH:3][cH:4][cH:5][cH:6][cH:7]1)([c:8]1[cH:9][cH:10][cH:11][cH:12][cH:13]1)[c:21]1[cH:22][cH:23][c:24]([O:27][CH3:28])[cH:25][cH:26]1.